From a dataset of the Open Reaction Database (ORD), a public repository of structured organic reaction records. describe an organic reaction: reactants, conditions, products, and yield The reactants are O=C([O-])[O-], O=C(NC1CC1)c1ccccc1O, [Cs+], [Cs+], O=[N+]([O-])c1cccc(S(=O)(=O)OCC2CO2)c1, CN(C)C=O. The product is O=C(NC1CC1)c1ccccc1OCC1CO1. As a reaction SMILES: [C:31](=[O:32])([O-:33])[O-:34].[CH:1]1([NH:4][C:5]([c:6]2[c:7]([OH:12])[cH:8][cH:9][cH:10][cH:11]2)=[O:13])[CH2:2][CH2:3]1.[Cs+:35].[Cs+:36].[O:14]1[CH:15]([CH2:17][O:18][S:19]([c:20]2[cH:21][cH:22][cH:23][c:24]([N+:25]([O-:26])=[O:27])[cH:28]2)(=[O:29])=[O:30])[CH2:16]1.[O:37]=[CH:38][N:39]([CH3:40])[CH3:41]>>[CH:1]1([NH:4][C:5]([c:6]2[c:7]([O:12][CH2:17][CH:15]3[O:14][CH2:16]3)[cH:8][cH:9][cH:10][cH:11]2)=[O:13])[CH2:2][CH2:3]1.